From a dataset of the Open Reaction Database (ORD), a public repository of structured organic reaction records. describe an organic reaction: reactants, conditions, products, and yield Reactants: OC=1C=C(C=O)C=CC1OCCCC (3-hydroxy-4-butoxybenzaldehyde), CC(=O)C1=CC(=C(C(=C1)OC)OC)OC (3,4,5-trimethoxyacetophenone), [OH-].[Na+] (sodium hydroxide). Run in CO (methanol). Yields the product OC=1C=C(C=CC1OCCCC)\C=C\C(=O)C1=CC(=C(C(=C1)OC)OC)OC ((E)-1-(3-hydroxy-4-butoxyphenyl)-3-(3,4,5-trimethoxyphenyl)prop-1-en-3-one). Yield: 11.1%. Reaction SMILES: [OH:1][C:2]1[CH:3]=[C:4]([CH:7]=[CH:8][C:9]=1[O:10][CH2:11][CH2:12][CH2:13][CH3:14])[CH:5]=O.[CH3:15][C:16]([C:18]1[CH:23]=[C:22]([O:24][CH3:25])[C:21]([O:26][CH3:27])=[C:20]([O:28][CH3:29])[CH:19]=1)=[O:17].[OH-].[Na+]>CO>[OH:1][C:2]1[CH:3]=[C:4](/[CH:5]=[CH:15]/[C:16]([C:18]2[CH:19]=[C:20]([O:28][CH3:29])[C:21]([O:26][CH3:27])=[C:22]([O:24][CH3:25])[CH:23]=2)=[O:17])[CH:7]=[CH:8][C:9]=1[O:10][CH2:11][CH2:12][CH2:13][CH3:14] |f:2.3|. Procedure: A mixture of 3-hydroxy-4-butoxybenzaldehyde (1.0 g, 5.2 mmol), 3,4,5-trimethoxyacetophenone (1.08 g, 5.2 mmol) and 50% w/v of aqueous sodium hydroxide (8.25 ml, 0.103 mol) in methanol (10 ml) at room temperature for 18 h. An orange solid was isolated by filtration and was sequentially washed with cold methanol and ether and finally dried in a vacuum dessicator. Purification was achieved using column chromatography (SiO2, petroleum:ether (40:60 v/v) with an increasing gradient of ethyl acetate) w... The reactants are CC1(OBOC1(C)C)C (4,4,5,5-tetramethyl-[1,3,2]dioxaborolane), FC=1C=C(C=C)C=CC1 (3-fluorostyrene), O (water). The reagents and catalysts are C1/C=C\CC/C=C\C1.C1/C=C\CC/C=C\C1.[Cl-].[Cl-].[Rh].[Rh] (chloro(1,5-cyclooctadiene)-rhodium(I) dimer). Solvent: C1(=CC=CC=C1)C (toluene). Conditions: time 4 hour. Product: FC=1C=C(C=CC1)/C=C/B1OC(C(O1)(C)C)(C)C (2-[(E)-2-(3-Fluorophenyl)-vinyl]-4,4,5,5-tetramethyl-[1,3,2]dioxaborolane). RXN SMILES: [CH3:1][C:2]1([CH3:9])[C:6]([CH3:8])([CH3:7])[O:5][BH:4][O:3]1.[F:10][C:11]1[CH:12]=[C:13]([CH:16]=[CH:17][CH:18]=1)[CH:14]=[CH2:15].O>C1(C)C=CC=CC=1.C1CC=CCCC=C1.C1CC=CCCC=C1.[Cl-].[Cl-].[Rh].[Rh]>[F:10][C:11]1[CH:12]=[C:13](/[CH:14]=[CH:15]/[B:4]2[O:5][C:6]([CH3:8])([CH3:7])[C:2]([CH3:9])([CH3:1])[O:3]2)[CH:16]=[CH:17][CH:18]=1 |f:4.5.6.7.8.9|. Reported procedure: To a solution of 11 mg of chloro(1,5-cyclooctadiene)-rhodium(I) dimer and 0.61 mL of 4,4,5,5-tetramethyl-[1,3,2]dioxaborolane in 15 mL toluene was added dropwise 1.0 mL of 3-fluorostyrene, and stirred at room temperature for 4 hours. The reaction solution was added with water, and dried over anhydrous magnesium sulfate. The solvent was evaporated, and the resultant crude product was purified and separated by silica gel column chromatography (diethyl ether:n-hexane=1:19), to afford 311 mg of the ... The reactants are COc1ccc(Nc2ccccc2CCC(O)c2ccccc2)cc1, Cc1ccc(S(=O)(=O)O)cc1, Cc1ccccc1C. Yields the product COc1ccc(N2c3ccccc3CCC2c2ccccc2)cc1. Reaction SMILES: [CH3:1][O:2][c:3]1[cH:4][cH:5][c:6]([NH:9][c:10]2[c:11]([CH2:16][CH2:17][CH:18]([OH:19])[c:20]3[cH:21][cH:22][cH:23][cH:24][cH:25]3)[cH:12][cH:13][cH:14][cH:15]2)[cH:7][cH:8]1.[c:26]1([CH3:27])[cH:28][cH:29][c:30]([S:31]([OH:32])(=[O:33])=[O:34])[cH:35][cH:36]1.[c:37]1([CH3:38])[c:39]([CH3:40])[cH:41][cH:42][cH:43][cH:44]1>>[CH3:1][O:2][c:3]1[cH:4][cH:5][c:6]([N:9]2[c:10]3[c:11]([cH:12][cH:13][cH:14][cH:15]3)[CH2:16][CH2:17][CH:18]2[c:20]2[cH:21][cH:22][cH:23][cH:24][cH:25]2)[cH:7][cH:8]1. Reactants: C(C1=CC=CC=C1)OC(=O)N[C@@H](CC1=CC=CC=C1)C(=O)N[C@@H]1C(OCC1)=O ((S)-3-[[N-Benzyloxycarbonyl-(L)-phenylalanyl]amino]tetrahydrofuran-2-one). The reagents and catalysts are [Pd] (palladium-on-carbon). Run in O1CCCC1 (tetrahydrofuran). Run at time 14 hour. The product is C(C(CCC)CCC)(=O)N[C@@H](CC1=CC=CC=C1)C(=O)N[C@@H]1C(OCC1)=O ((S)-3-[[N-valproyl-(L)-phenylalanyl]amino]tetrahydrofuran-2-one). Yield: 74.9%. As a reaction SMILES: C(O[C:9]([NH:11][C@H:12]([C:20]([NH:22][C@H:23]1[CH2:27][CH2:26][O:25][C:24]1=[O:28])=[O:21])[CH2:13][C:14]1[CH:19]=[CH:18][CH:17]=[CH:16][CH:15]=1)=[O:10])C1C=CC=CC=1>O1CCCC1.[Pd]>[C:9]([NH:11][C@H:12]([C:20]([NH:22][C@H:23]1[CH2:27][CH2:26][O:25][C:24]1=[O:28])=[O:21])[CH2:13][C:14]1[CH:15]=[CH:16][CH:17]=[CH:18][CH:19]=1)(=[O:10])[CH:14]([CH2:15][CH2:16][CH3:17])[CH2:13][CH2:12][CH3:20]. Procedure: (S)-3-[[N-Benzyloxycarbonyl-(L)-phenylalanyl]amino]tetrahydrofuran-2-one (1.5 g) was dissolved in tetrahydrofuran (35 ml) followed by addition of palladium-on-carbon (5%, 0.8 g) and the catalytic hydrogenation was carried out at room temperature and atmospheric pressure. The catalyst was then filtered off and the filtrate was concentrated under reduced pressure. The residue was dissolved in N,N-dimethylformamide (DMF) (35 ml). Then, valproic acid [(C3H7)2CHCOOH](0.622 g) and 1-hydroxybenzotriazo... Reactants: CC[O-], CCO, CCOC(=O)c1sc(Cl)nc1C(F)(F)F, [Na+], [Na], O. Product: CCOC(=O)c1sc(OCC)nc1C(F)(F)F. As a reaction SMILES: [CH3:2][CH2:3][O-:4].[CH3:6][CH2:7][OH:8].[Cl:9][c:10]1[s:11][c:12]([C:19](=[O:20])[O:21][CH2:22][CH3:23])[c:13]([C:15]([F:16])([F:17])[F:18])[n:14]1.[Na+:1].[Na:5].[OH2:24]>>[CH3:2][CH2:3][O:4][c:10]1[s:11][c:12]([C:19](=[O:20])[O:21][CH2:22][CH3:23])[c:13]([C:15]([F:16])([F:17])[F:18])[n:14]1. Starting materials: CN1c2ccc(C#N)cc2C(C)(C)CC1c1cccc(Br)c1, O=C([O-])[O-], CS(C)=O, [Cu]I, [K+], [K+], NC1(C(=O)O)CC1. The product is CN1c2ccc(C#N)cc2C(C)(C)CC1c1cccc(NC2(C(=O)O)CC2)c1. RXN SMILES: [Br:1][c:2]1[cH:3][c:4]([CH:8]2[N:9]([CH3:22])[c:10]3[cH:11][cH:12][c:13]([C:20]#[N:21])[cH:14][c:15]3[C:16]([CH3:18])([CH3:19])[CH2:17]2)[cH:5][cH:6][cH:7]1.[C:30](=[O:31])([O-:32])[O-:33].[CH3:36][S:37](=[O:38])[CH3:39].[Cu:40][I:41].[K+:34].[K+:35].[NH2:23][C:24]1([C:27](=[O:28])[OH:29])[CH2:25][CH2:26]1>>[c:2]1([NH:23][C:24]2([C:27](=[O:28])[OH:29])[CH2:25][CH2:26]2)[cH:3][c:4]([CH:8]2[N:9]([CH3:22])[c:10]3[cH:11][cH:12][c:13]([C:20]#[N:21])[cH:14][c:15]3[C:16]([CH3:18])([CH3:19])[CH2:17]2)[cH:5][cH:6][cH:7]1. Reactants: COc1ccc2c(c1)CCc1c-2ccc2c1CCC2(C)C, Cl, O, c1ccncc1. Yields the product CC1(C)CCc2c1ccc1c2CCc2cc(O)ccc2-1. RXN SMILES: [CH3:1][O:2][c:3]1[cH:4][cH:5][c:6]2[c:18]([cH:19]1)[CH2:17][CH2:16][c:15]1[c:7]-2[cH:8][cH:9][c:10]2[c:14]1[CH2:13][CH2:12][C:11]2([CH3:20])[CH3:21].[ClH:22].[OH2:29].[n:23]1[cH:24][cH:25][cH:26][cH:27][cH:28]1>>[OH:2][c:3]1[cH:4][cH:5][c:6]2[c:18]([cH:19]1)[CH2:17][CH2:16][c:15]1[c:7]-2[cH:8][cH:9][c:10]2[c:14]1[CH2:13][CH2:12][C:11]2([CH3:20])[CH3:21].